Dataset: the Open Reaction Database (ORD), a public repository of structured organic reaction records. Task: describe an organic reaction: reactants, conditions, products, and yield Reactants: Brc1cccc(Br)n1, CC(C)C#N, C[Si](C)(C)[N-][Si](C)(C)C, Cc1ccccc1, [K+]. The product is CC(C)(C#N)c1cccc(Br)n1. RXN SMILES: [Br:16][c:17]1[n:18][c:19]([Br:23])[cH:20][cH:21][cH:22]1.[C:11]([CH:12]([CH3:13])[CH3:14])#[N:15].[CH3:1][Si:2]([N-:3][Si:4]([CH3:5])([CH3:6])[CH3:7])([CH3:8])[CH3:9].[CH3:24][c:25]1[cH:26][cH:27][cH:28][cH:29][cH:30]1.[K+:10]>>[C:11]([C:12]([CH3:13])([CH3:14])[c:17]1[n:18][c:19]([Br:23])[cH:20][cH:21][cH:22]1)#[N:15]. Product: C(C)OC=1C=C(CO)C=CC1OCCOCCC (3-ethoxy-4-(2-propoxyethoxy)benzyl alcohol). Reaction SMILES: [CH2:1]([O:3][C:4]1[CH:5]=[C:6]([CH:9]=[CH:10][C:11]=1[O:12][CH2:13][CH2:14][O:15][CH2:16][CH2:17][CH3:18])[CH:7]=[O:8])[CH3:2].[BH4-].[Na+]>CO>[CH2:1]([O:3][C:4]1[CH:5]=[C:6]([CH:9]=[CH:10][C:11]=1[O:12][CH2:13][CH2:14][O:15][CH2:16][CH2:17][CH3:18])[CH2:7][OH:8])[CH3:2] |f:1.2|. Reported procedure: Into a solution of 3-ethoxy-4-(2-propoxyethoxy)benzaldehyde (7.34 g) in methanol (30 ml) was added at 0° C. sodium borohydride (1.10 g), and the resulting mixture was stirred for one hour. After concentration under reduced pressure, 1 N hydrochloric acid was added to the reaction mixture, which was extracted with ethyl acetate. The organic layer was washed with an aqueous saturated solution of sodium chloride and was dried with magnesium sulfate. The resulting organic layer was concentrated unde... The solvent is CO (methanol). Isolated yield 99.3%. Reactants: C(C)OC=1C=C(C=O)C=CC1OCCOCCC (3-ethoxy-4-(2-propoxyethoxy)benzaldehyde), [BH4-].[Na+] (sodium borohydride). Reaction conditions: time 1 hour. The reactants are O=C([O-])O, CCCS(=O)(=O)Nc1cccc(C(O)c2c[nH]c3nccnc23)c1F, [Na+], [Na+], [Na+], C1CCOC1, O=S([O-])([O-])=S. The product is CCCS(=O)(=O)Nc1cccc(C(=O)c2c[nH]c3nccnc23)c1F. As a reaction SMILES: [C:26](=[O:27])([OH:28])[O-:29].[F:1][c:2]1[c:3]([NH:19][S:20](=[O:21])(=[O:22])[CH2:23][CH2:24][CH3:25])[cH:4][cH:5][cH:6][c:7]1[CH:8]([c:9]1[cH:10][nH:11][c:12]2[n:13][cH:14][cH:15][n:16][c:17]12)[OH:18].[Na+:30].[Na+:36].[Na+:37].[O:38]1[CH2:39][CH2:40][CH2:41][CH2:42]1.[S:31]([O-:32])([O-:33])(=[O:34])=[S:35]>>[F:1][c:2]1[c:3]([NH:19][S:20](=[O:21])(=[O:22])[CH2:23][CH2:24][CH3:25])[cH:4][cH:5][cH:6][c:7]1[C:8]([c:9]1[cH:10][nH:11][c:12]2[n:13][cH:14][cH:15][n:16][c:17]12)=[O:18]. Reactants: CC1(C)CC(=O)c2ccccc2O1, O, O=[N+]([O-])O, O=S(=O)(O)O. The product is CC1(C)CC(=O)c2cc([N+](=O)[O-])ccc2O1. RXN SMILES: [CH3:1][C:2]1([CH3:13])[O:3][c:4]2[cH:5][cH:6][cH:7][cH:8][c:9]2[C:10](=[O:12])[CH2:11]1.[OH2:18].[OH:14][N+:15]([O-:16])=[O:17].[S:19](=[O:20])(=[O:21])([OH:22])[OH:23]>>[CH3:1][C:2]1([CH3:13])[O:3][c:4]2[cH:5][cH:6][c:7]([N+:15](=[O:14])[O-:16])[cH:8][c:9]2[C:10](=[O:12])[CH2:11]1. The reactants are BrC1=C(C=CC(=C1)C(C)C)N1C2=C(OCC1)C=C(C=C2)S(=O)(=O)N(C=2SC=CN2)CC2=CC=C(C=C2)OC (4-(2-bromo-4-isopropylphenyl)-N-(4-methoxybenzyl)-N-(thiazol-2-yl)-3,4-dihydro-2H-benzo[b][1,4]oxazine-7-sulfonamide), CN(C)C=O (DMF). The reagents and catalysts are C=1C=CC(=CC1)[P](C=2C=CC=CC2)(C=3C=CC=CC3)[Pd]([P](C=4C=CC=CC4)(C=5C=CC=CC5)C=6C=CC=CC6)([P](C=7C=CC=CC7)(C=8C=CC=CC8)C=9C=CC=CC9)[P](C=1C=CC=CC1)(C=1C=CC=CC1)C=1C=CC=CC1 (Pd(PPh3)4), [C-]#N.[Zn+2].[C-]#N (zinc cyanide). Product: C(#N)C1=C(C=CC(=C1)C(C)C)N1C2=C(OCC1)C=C(C=C2)S(=O)(=O)NC=2SC=CN2 (4-(2-Cyano-4-Isopropylphenyl)-N-(Thiazol-2-Yl)-3,4-Dihydro-2H-Benzo[B][1,4]Oxazine-7-Sulfonamide). RXN SMILES: Br[C:2]1[CH:7]=[C:6]([CH:8]([CH3:10])[CH3:9])[CH:5]=[CH:4][C:3]=1[N:11]1[CH2:16][CH2:15][O:14][C:13]2[CH:17]=[C:18]([S:21]([N:24](CC3C=CC(OC)=CC=3)[C:25]3[S:26][CH:27]=[CH:28][N:29]=3)(=[O:23])=[O:22])[CH:19]=[CH:20][C:12]1=2.[CH3:39][N:40](C=O)C>C1C=CC([P]([Pd]([P](C2C=CC=CC=2)(C2C=CC=CC=2)C2C=CC=CC=2)([P](C2C=CC=CC=2)(C2C=CC=CC=2)C2C=CC=CC=2)[P](C2C=CC=CC=2)(C2C=CC=CC=2)C2C=CC=CC=2)(C2C=CC=CC=2)C2C=CC=CC=2)=CC=1.[C-]#N.[Zn+2].[C-]#N>[C:39]([C:2]1[CH:7]=[C:6]([CH:8]([CH3:10])[CH3:9])[CH:5]=[CH:4][C:3]=1[N:11]1[CH2:16][CH2:15][O:14][C:13]2[CH:17]=[C:18]([S:21]([NH:24][C:25]3[S:26][CH:27]=[CH:28][N:29]=3)(=[O:23])=[O:22])[CH:19]=[CH:20][C:12]1=2)#[N:40] |f:3.4.5,^1:47,49,68,87|. Procedure: A reaction vial was charged with 4-(2-bromo-4-isopropylphenyl)-N-(4-methoxybenzyl)-N-(thiazol-2-yl)-3,4-dihydro-2H-benzo[b][1,4]oxazine-7-sulfonamide (0.175 g, 0.285 mmol), Pd(PPh3)4 (0.049 g, 0.043 mmol), and zinc cyanide (0.050 g, 0.427 mmol), and DMF (1.139 ml) was added. The reaction was sealed and heated to 100° C. overnight until complete conversion to the desired product. The reaction was diluted with ethyl acetate and filtered over a membrane, washing with ethyl acetate. The filtrate was... Starting materials: CC1(C(C1C=CC(=O)OCC1CC1)C(=O)O)C (2,2-dimethyl-3-(3-cyclopropylmethoxy-3-oxo-1-propenyl) cyclopropane-carboxylic acid), C(C1=CC=CC=C1)C(O)C1=COC=C1 (benzyl-3-furyl-methanol). Run in C(Cl)(Cl)Cl (chloroform). The product is CC1(C(C1C=CC(=O)OCC1CC1)C(=O)O)C (2,2-dimethyl-3-(3-cyclopropylmethoxy-3-oxo-1-propenyl) cyclopropane-carboxylic acid), CC1(C(C1C=CC(=O)OCC1CC1)C(=O)[O-])C (2,2-dimethyl-3-(3-cyclopropylmethoxy-3-oxo-1-propenyl)-cyclopropane-carboxylate). As a reaction SMILES: [CH3:1][C:2]1([CH3:17])[CH:4]([CH:5]=[CH:6][C:7]([O:9][CH2:10][CH:11]2[CH2:13][CH2:12]2)=[O:8])[CH:3]1[C:14]([OH:16])=[O:15].C(C(C1C=COC=1)O)C1C=CC=CC=1>C(Cl)(Cl)Cl>[CH3:1][C:2]1([CH3:17])[CH:4]([CH:5]=[CH:6][C:7]([O:9][CH2:10][CH:11]2[CH2:13][CH2:12]2)=[O:8])[CH:3]1[C:14]([OH:16])=[O:15].[CH3:1][C:2]1([CH3:17])[CH:4]([CH:5]=[CH:6][C:7]([O:9][CH2:10][CH:11]2[CH2:13][CH2:12]2)=[O:8])[CH:3]1[C:14]([O-:16])=[O:15]. Procedure: Using the procedure of Example 9, (1R, cis, ΔZ) 2,2-dimethyl-3-(3-cyclopropylmethoxy-3-oxo-1-propenyl)-cyclopropane-carboxylic acid and 5 benzyl-3-furyl-methanol were reacted to obtain 5-benzyl-3-furyl-methyl (1R, cis, ΔZ) 2,2-dimethyl-3-(3-cyclopropylmethoxy-3-oxo-1-propenyl)-cyclopropane-carboxylate with a specific rotation of [α]D20 =+42°±2° (c=0.7% in chloroform). Reactants: FC(C1=NC=C(C=C1)B(O)O)(F)F (2-(Trifluormethyl)pyridin-5-ylboronic acid), BrC=1C=C2CCNC2=CC1 (5-Bromo-2,3-dihydro-1H-indole), C([O-])([O-])=O.[Cs+].[Cs+] (cesium carbonate). The solvent is O (water), CN(C=O)C (dimethylformamide), C(C)(=O)OCC (ethyl acetate). Conditions: temperature 100 celsius. The product is FC(C1=CC=C(C=N1)C=1C=C2CCNC2=CC1)(F)F (5-(6-Trifluoromethyl-pyridin-3-yl)-2,3-dihydro-1H-indole). As a reaction SMILES: [F:1][C:2]([F:13])([F:12])[C:3]1[CH:8]=[CH:7][C:6](B(O)O)=[CH:5][N:4]=1.Br[C:15]1[CH:16]=[C:17]2[C:21](=[CH:22][CH:23]=1)[NH:20][CH2:19][CH2:18]2.C(=O)([O-])[O-].[Cs+].[Cs+]>O.CN(C)C=O.C(OCC)(=O)C>[F:1][C:2]([F:13])([F:12])[C:3]1[N:4]=[CH:5][C:6]([C:15]2[CH:16]=[C:17]3[C:21](=[CH:22][CH:23]=2)[NH:20][CH2:19][CH2:18]3)=[CH:7][CH:8]=1 |f:2.3.4|. Procedure details: 1.6 g 2-(Trifluormethyl)pyridin-5-ylboronic acid, 1.66 g commercially available 5-Bromo-2,3-dihydro-1H-indole and 8.19 g cesium carbonate were dissolved in a mixture of 7 ml water and 21 ml dimethylformamide. The reaction mixture was degassed with argon and then 484 mg tetrakis(triphenylphosphine)palladium(0) were added and the mixture heated to 100° C. for two hours. The cooled reaction mixture was diluted with 200 ml ethyl acetate and washed with 100 ml water and brine. The organic layer was d... Starting materials: CC(Oc1cc(C(C)(C)C)cc(C(C)(C)C)c1)C(=O)O, ClCCl, CN(C)C=O, O=C(Cl)C(=O)Cl. The product is CC(Oc1cc(C(C)(C)C)cc(C(C)(C)C)c1)C(=O)Cl. RXN SMILES: [C:1]([CH3:2])([CH3:3])([CH3:4])[c:5]1[cH:6][c:7]([O:15][CH:16]([C:17](=[O:18])[OH:19])[CH3:20])[cH:8][c:9]([C:11]([CH3:12])([CH3:13])[CH3:14])[cH:10]1.[CH2:32]([Cl:33])[Cl:34].[CH3:21][N:22]([CH3:23])[CH:24]=[O:25].[Cl:26][C:27]([C:28]([Cl:29])=[O:30])=[O:31]>>[C:1]([CH3:2])([CH3:3])([CH3:4])[c:5]1[cH:6][c:7]([O:15][CH:16]([C:17](=[O:18])[Cl:26])[CH3:20])[cH:8][c:9]([C:11]([CH3:12])([CH3:13])[CH3:14])[cH:10]1.